The task is: describe an organic reaction: reactants, conditions, products, and yield. This data is from the Open Reaction Database (ORD), a public repository of structured organic reaction records. The product is CN(C=C(C(=O)OCC)C=1C=NC=C(C1)Br)C (Ethyl 3-(dimethylamino)-2-(5-bromopyridin-3-yl)acrylate). Reactants: BrC=1C=C(C=NC1)CC(=O)OCC (Ethyl (5-bromopyridin-3-yl)acetate), C(C)OC(N(C)C)OCC (dimethylformamide diethyl acetal). Reaction SMILES: [Br:1][C:2]1[CH:3]=[C:4]([CH2:8][C:9]([O:11][CH2:12][CH3:13])=[O:10])[CH:5]=[N:6][CH:7]=1.C(O[CH:17](OCC)[N:18]([CH3:20])[CH3:19])C>>[CH3:17][N:18]([CH3:20])[CH:19]=[C:8]([C:4]1[CH:5]=[N:6][CH:7]=[C:2]([Br:1])[CH:3]=1)[C:9]([O:11][CH2:12][CH3:13])=[O:10]. Procedure details: 5.1 g (20.9 mmol) of the compound from Example 10A are stirred in 7.2 ml (6.2 g, 41.8 mmol) of dimethylformamide diethyl acetal at a bath temperature of 100° C. for 16 h. After cooling, the mixture is concentrated under reduced pressure, the residue is stirred in diisopropyl ether, and the solid is filtered off and finally washed with diisopropyl ether. The crude product is dried under reduced pressure for 16 h. Reactants: CC(C)CC(N)C12OCC(C)(CO1)CO2, c1ccccc1, O=Cc1nccs1. Product: CC(C)CC(N=Cc1nccs1)C12OCC(C)(CO1)CO2. Reaction SMILES: [CH3:1][CH:2]([CH2:3][CH:4]([C:5]12[O:6][CH2:7][C:8]([CH3:13])([CH2:9][O:10]1)[CH2:11][O:12]2)[NH2:14])[CH3:15].[cH:23]1[cH:24][cH:25][cH:26][cH:27][cH:28]1.[s:16]1[c:17]([CH:21]=[O:22])[n:18][cH:19][cH:20]1>>[CH3:1][CH:2]([CH2:3][CH:4]([C:5]12[O:6][CH2:7][C:8]([CH3:13])([CH2:9][O:10]1)[CH2:11][O:12]2)[N:14]=[CH:21][c:17]1[s:16][cH:20][cH:19][n:18]1)[CH3:15].